describe an organic reaction: reactants, conditions, products, and yield From a dataset of the Open Reaction Database (ORD), a public repository of structured organic reaction records. Starting materials: [Li].C(#N)C=1C=C(C=C(C1)OC(F)(F)F)C(=CC(C(=O)OCC)=O)[O-] (Lithium 1-(3-cyano-5-trifluoromethoxyphenyl)-4-ethoxy-3,4-dioxobut-1-en-1-olate), ClC=1C=C(C=C(C1)F)C1=CC(=NN1C1=NC=CC=C1)C(=O)O (5-(3-Chloro-5-fluorophenyl)-1-(pyridin-2-yl)-1H-pyrazole-3-carboxylic acid), Cl.N1=CC(=CC=C1)NN (3-pyridylhydrazine hydrochloride). The product is C(#N)C=1C=C(C=C(C1)OC(F)(F)F)C1=CC(=NN1C=1C=NC=CC1)C(=O)O (5-(3-Cyano-5-trifluoromethoxyphenyl)-1-(pyridin-3-yl)-1H-pyrazole-3-carboxylic acid). RXN SMILES: [Li].[C:2]([C:4]1[CH:5]=[C:6]([C:15]([O-])=[CH:16][C:17](=O)[C:18]([O:20]CC)=[O:19])[CH:7]=[C:8]([O:10][C:11]([F:14])([F:13])[F:12])[CH:9]=1)#[N:3].ClC1C=C(C2N(C3C=CC=CN=3)N=C(C(O)=O)C=2)C=C(F)C=1.Cl.[N:48]1[CH:53]=[CH:52][CH:51]=[C:50]([NH:54][NH2:55])[CH:49]=1>>[C:2]([C:4]1[CH:5]=[C:6]([C:15]2[N:54]([C:50]3[CH:49]=[N:48][CH:53]=[CH:52][CH:51]=3)[N:55]=[C:17]([C:18]([OH:20])=[O:19])[CH:16]=2)[CH:7]=[C:8]([O:10][C:11]([F:12])([F:13])[F:14])[CH:9]=1)#[N:3] |f:0.1,3.4,^1:0|. Reported procedure: 300 mg (0.81 mmol) of the compound of Example 11A is reacted analogously to the synthesis of the compound of Example 20A with 175 mg (1.21 mmol) of 3-pyridylhydrazine hydrochloride. After hydrolysis, 148 mg (49% of theory) of the title compound is obtained. The reactants are C(C)N (ethylamine), FC1=C(C=C(C=C1)C1=NC=CC(=C1)OC)[N+](=O)[O-] (1-fluoro-4-(4-methoxypyridin-2-yl)-2-nitrobenzene), O (water). Solvent: C(C)O (ethanol). Run at time 4 hour. Product: C(C)NC1=C(C=C(C=C1)C1=NC=CC(=C1)OC)[N+](=O)[O-] (1-ethylamino-4-(4-methoxypyridin-2-yl)-2-nitrobenzene). As a reaction SMILES: [CH2:1]([NH2:3])[CH3:2].F[C:5]1[CH:10]=[CH:9][C:8]([C:11]2[CH:16]=[C:15]([O:17][CH3:18])[CH:14]=[CH:13][N:12]=2)=[CH:7][C:6]=1[N+:19]([O-:21])=[O:20].O>C(O)C>[CH2:1]([NH:3][C:5]1[CH:10]=[CH:9][C:8]([C:11]2[CH:16]=[C:15]([O:17][CH3:18])[CH:14]=[CH:13][N:12]=2)=[CH:7][C:6]=1[N+:19]([O-:21])=[O:20])[CH3:2]. Procedure details: To a solution of ethylamine in ethanol (20% w/w, 2 ml) was added 1-fluoro-4-(4-methoxypyridin-2-yl)-2-nitrobenzene (200 mg). The mixture was stirred at ambient temperature for 4 hours and poured into water. The precipitate was collected by filtration and dried to give 1-ethylamino-4-(4-methoxypyridin-2-yl)-2-nitrobenzene (206 mg). The reactants are O(C1=CC=CC=C1)CCNC1=C(C=NC2=CC=CC=C12)N (N4-(2-Phenoxyethyl)quinoline-3,4-diamine), 2-isobutyl-1-(2-phenoxyethyl)-1H-imidazo[4,5-c]quinoline-5N-oxide, [OH-].[NH4+] (ammonium hydroxide), C(CC(C)C)(=O)Cl (isovaleryl chloride), C1(=CC=C(C=C1)S(=O)(=O)Cl)C (p-toluenesulfonyl chloride). Solvent: ClCCl (dichloromethane). Yields the product C(C(C)C)C=1N(C2=C(C(=NC=3C=CC=CC23)N)N1)CCOC1=CC=CC=C1 (2-isobutyl-1-(2-phenoxyethyl)-1H-imidazo[4,5-c]quinolin-4-amine). Reaction SMILES: [O:1]([CH2:8][CH2:9][NH:10][C:11]1[C:20]2[C:15](=[CH:16][CH:17]=[CH:18][CH:19]=2)[N:14]=[CH:13][C:12]=1[NH2:21])[C:2]1[CH:7]=[CH:6][CH:5]=[CH:4][CH:3]=1.[C:22](Cl)(=O)[CH2:23][CH:24]([CH3:26])[CH3:25].[OH-].[NH4+:30].C1(C)C=CC(S(Cl)(=O)=O)=CC=1>ClCCl>[CH2:23]([C:22]1[N:10]([CH2:9][CH2:8][O:1][C:2]2[CH:7]=[CH:6][CH:5]=[CH:4][CH:3]=2)[C:11]2[C:20]3[CH:19]=[CH:18][CH:17]=[CH:16][C:15]=3[N:14]=[C:13]([NH2:30])[C:12]=2[N:21]=1)[CH:24]([CH3:26])[CH3:25] |f:2.3|. Reported procedure: N4-(2-Phenoxyethyl)quinoline-3,4-diamine (1.5 g, 5.4 mmol) and isovaleryl chloride (0.8 ml, 6.4 mmol) were combined and treated according to the general procedures of Parts C-E of Example 129. The resulting product, 2-isobutyl-1-(2-phenoxyethyl)-1H-imidazo[4,5-c]quinoline-5N-oxide (1.6 g, 4.5 mmol) was dissolved in dichloromethane (200 ml) and ammonium hydroxide (50 ml) was added. The reaction was chilled (ice bath) and p-toluenesulfonyl chloride (0.85 g, 4.5 mmol) was slowly added over a period...